This data is from the Open Reaction Database (ORD), a public repository of structured organic reaction records. The task is: describe an organic reaction: reactants, conditions, products, and yield Reactants: O=C([O-])[O-], CI, CN(C)C=O, O=C1COc2cc(F)c(-n3c(=O)cc(C(F)(F)F)[nH]c3=O)cc2N1, [K+], [K+]. The product is Cn1c(C(F)(F)F)cc(=O)n(-c2cc3c(cc2F)OCC(=O)N3)c1=O. RXN SMILES: [C:25](=[O:26])([O-:27])[O-:28].[CH3:31][I:32].[CH3:33][N:34]([CH3:35])[CH:36]=[O:37].[F:1][c:2]1[cH:3][c:4]2[c:5]([cH:11][c:12]1-[n:13]1[c:14](=[O:24])[nH:15][c:16]([C:20]([F:21])([F:22])[F:23])[cH:17][c:18]1=[O:19])[NH:6][C:7](=[O:10])[CH2:8][O:9]2.[K+:29].[K+:30]>>[F:1][c:2]1[cH:3][c:4]2[c:5]([cH:11][c:12]1-[n:13]1[c:14](=[O:24])[n:15]([CH3:25])[c:16]([C:20]([F:21])([F:22])[F:23])[cH:17][c:18]1=[O:19])[NH:6][C:7](=[O:10])[CH2:8][O:9]2. The reactants are Cl.FC=1C=C(CN2N=CC(=C2)C2=CN(C3=NC=C(C=C32)C3=CC=C(C=C3)C3CCNCC3)S(=O)(=O)C3=CC=C(C)C=C3)C=CC1 (3-(1-(3-fluorobenzyl)-1H-pyrazol-4-yl)-5-(4-(piperidin-4-yl)phenyl)-1-tosyl-1H-pyrrolo[2,3-b]pyridine hydrochloride), FC=1C=C(CN2N=CC(=C2)C2=CN(C3=NC=C(C=C32)C3=CC=C(C=C3)NC3CCN(CC3)C(=O)OC(C)(C)C)S(=O)(=O)C3=CC=C(C)C=C3)C=CC1 (tert-butyl 4-((4-(3-(1-(3-fluorobenzyl)-1H-pyrazol-4-yl)-1-tosyl-1H-pyrrolo[2,3-b]pyridin-5-yl)phenyl)amino)piperidine-1-carboxylate), [OH-].[Li+] (lithium hydroxide). The solvent is C1CCOC1.CO.O (THF methanol water). Yields the product FC=1C=C(CN2N=CC(=C2)C2=CNC3=NC=C(C=C32)C3=CC=C(C=C3)NC3CCN(CC3)C(=O)OC(C)(C)C)C=CC1 (tert-butyl 4-((4-(3-(1-(3-fluorobenzyl)-1H-pyrazol-4-yl)-1H-pyrrolo[2,3-b]pyridin-5-yl)phenyl)amino)piperidine-1-carboxylate). Isolated yield 58.8%. As a reaction SMILES: Cl.FC1C=C(C=CC=1)CN1C=C(C2C3C(=NC=C(C4C=CC(C5CCNCC5)=CC=4)C=3)N(S(C3C=CC(C)=CC=3)(=O)=O)C=2)C=N1.[F:46][C:47]1[CH:48]=[C:49]([CH:95]=[CH:96][CH:97]=1)[CH2:50][N:51]1[CH:55]=[C:54]([C:56]2[C:64]3[C:59](=[N:60][CH:61]=[C:62]([C:65]4[CH:70]=[CH:69][C:68]([NH:71][CH:72]5[CH2:77][CH2:76][N:75]([C:78]([O:80][C:81]([CH3:84])([CH3:83])[CH3:82])=[O:79])[CH2:74][CH2:73]5)=[CH:67][CH:66]=4)[CH:63]=3)[N:58](S(C3C=CC(C)=CC=3)(=O)=O)[CH:57]=2)[CH:53]=[N:52]1.[OH-].[Li+]>C1COCC1.CO.O>[F:46][C:47]1[CH:48]=[C:49]([CH:95]=[CH:96][CH:97]=1)[CH2:50][N:51]1[CH:55]=[C:54]([C:56]2[C:64]3[C:59](=[N:60][CH:61]=[C:62]([C:65]4[CH:66]=[CH:67][C:68]([NH:71][CH:72]5[CH2:77][CH2:76][N:75]([C:78]([O:80][C:81]([CH3:83])([CH3:84])[CH3:82])=[O:79])[CH2:74][CH2:73]5)=[CH:69][CH:70]=4)[CH:63]=3)[NH:58][CH:57]=2)[CH:53]=[N:52]1 |f:0.1,3.4,5.6.7|. Procedure details: Using similar reaction conditions as described in step-iii of example-1, tert-butyl 4-((4-(3-(1-(3-fluorobenzyl)-1H-pyrazol-4-yl)-1-tosyl-1H-pyrrolo[2,3-b]pyridin-5-yl)phenyl)amino)piperidine-1-carboxylate (130 mg, 0.18 mmol) was hydrolyzed with lithium hydroxide (37 mg, 0.9 mmol) in THF/methanol/water (2/2/1 mL) to yield 60 mg (58.8% yield) after purification by preparative TLC (Silicagel-1000 micron) using 3% methanol in chloroform as eluent. MS: m/z=566.8 (M+1).